The task is: describe an organic reaction: reactants, conditions, products, and yield. This data is from the Open Reaction Database (ORD), a public repository of structured organic reaction records. The reactants are C1(=CC=CC=C1)S (thiophenol), ClC1(SC2=C(N(C1=O)C)C=CC=C2)C2=CC=C(C=C2)O (2-chloro-3,4-dihydro-2-(4-hydroxyphenyl)-4-methyl-3-oxo-2H-1,4-benzothiazine). Solvent: O1CCCC1 (tetrahydrofuran). Run at time 3 hour. The product is OC1=CC=C(C=C1)C1(SC2=C(N(C1=O)C)C=CC=C2)SC2=CC=CC=C2 (3,4-dihydro-2-(4-hydroxyphenyl)-4-methyl-3-oxo-2-phenylthio-2H-1,4-benzothiazine). The yield is 90.0%. As a reaction SMILES: [C:1]1([SH:7])[CH:6]=[CH:5][CH:4]=[CH:3][CH:2]=1.Cl[C:9]1([C:21]2[CH:26]=[CH:25][C:24]([OH:27])=[CH:23][CH:22]=2)[C:14](=[O:15])[N:13]([CH3:16])[C:12]2[CH:17]=[CH:18][CH:19]=[CH:20][C:11]=2[S:10]1>O1CCCC1>[OH:27][C:24]1[CH:25]=[CH:26][C:21]([C:9]2([S:10][C:11]3[CH:12]=[CH:17][CH:18]=[CH:19][CH:20]=3)[C:14](=[O:15])[N:13]([CH3:16])[C:2]3[CH:3]=[CH:4][CH:5]=[CH:6][C:1]=3[S:7]2)=[CH:22][CH:23]=1. Procedure details: To a stirred solution of thiophenol (6.7 ml) in tetrahydrofuran (15 ml), 2-chloro-3,4-dihydro-2-(4-hydroxyphenyl)-4-methyl-3-oxo-2H-1,4-benzothiazine (4.0 g, compound No. 2) is added. The mixture is stirred for 3 hours at room temperature, and then concentrated in vacuo. The residue is purified by silica gel column chromatography to give 4.5 g (90.0%) of the titled compound. Starting materials: O=Cc1c(F)cc(N(Cc2ccccc2)Cc2ccccc2)cc1F, CCOC(=O)CP(=O)(OCC)OCC, [H-], [Na+], C1CCOC1, O. The product is CCOC(=O)C=Cc1c(F)cc(N(Cc2ccccc2)Cc2ccccc2)cc1F. RXN SMILES: [CH2:17]([c:18]1[cH:19][cH:20][cH:21][cH:22][cH:23]1)[N:24]([c:25]1[cH:26][c:27]([F:34])[c:28]([CH:29]=[O:30])[c:31]([F:33])[cH:32]1)[CH2:35][c:36]1[cH:37][cH:38][cH:39][cH:40][cH:41]1.[CH2:1]([O:2][P:3]([O:4][CH2:5][CH3:6])(=[O:7])[CH2:9][C:10](=[O:11])[O:12][CH2:13][CH3:14])[CH3:8].[H-:15].[Na+:16].[O:43]1[CH2:44][CH2:45][CH2:46][CH2:47]1.[OH2:42]>>[CH:9]([C:10](=[O:11])[O:12][CH2:13][CH3:14])=[CH:29][c:28]1[c:27]([F:34])[cH:26][c:25]([N:24]([CH2:17][c:18]2[cH:19][cH:20][cH:21][cH:22][cH:23]2)[CH2:35][c:36]2[cH:37][cH:38][cH:39][cH:40][cH:41]2)[cH:32][c:31]1[F:33].